This data is from the Open Reaction Database (ORD), a public repository of structured organic reaction records. The task is: describe an organic reaction: reactants, conditions, products, and yield The product is CCC1C(=O)Nc2cc(F)ccc2N1C(=O)c1cccc(OC)c1. The reactants are CCC1Nc2ccc(F)cc2NC1=O, CCC1C(=O)Nc2cc(F)ccc2N1C(=O)c1ccc(OC)cc1, COc1cccc(C(=O)Cl)c1. Reaction SMILES: [CH2:1]([CH3:2])[CH:3]1[C:4](=[O:14])[NH:5][c:6]2[cH:7][c:8]([F:13])[cH:9][cH:10][c:11]2[NH:12]1.[CH2:26]([CH:27]1[N:28]([C:29](=[O:30])[c:31]2[cH:32][cH:33][c:34]([O:35][CH3:36])[cH:37][cH:38]2)[c:39]2[c:40]([cH:41][c:42]([F:43])[cH:44][cH:45]2)[NH:46][C:47]1=[O:48])[CH3:49].[CH3:15][O:16][c:17]1[cH:18][c:19]([C:20](=[O:21])[Cl:22])[cH:23][cH:24][cH:25]1>>[CH2:1]([CH3:2])[CH:3]1[C:4](=[O:14])[NH:5][c:6]2[cH:7][c:8]([F:13])[cH:9][cH:10][c:11]2[N:12]1[C:20]([c:19]1[cH:18][c:17]([O:16][CH3:15])[cH:25][cH:24][cH:23]1)=[O:21].